describe an organic reaction: reactants, conditions, products, and yield From a dataset of the Open Reaction Database (ORD), a public repository of structured organic reaction records. Solvent: ClCCl (dichloromethane), C(Cl)Cl (DCM). Yields the product O=C1N(C(C2=CC=CC=C12)=O)C1=[N+](C=C(C=C1)C)[O-] (2-(1,3-dioxoisoindolin-2-yl)-5-methylpyridine 1-oxide). Run at time 8 hour. Reactants: CC=1C=CC(=NC1)N1C(C2=CC=CC=C2C1=O)=O (2-(5-methylpyridin-2-yl)isoindoline-1,3-dione), C1=CC(=CC(=C1)Cl)C(=O)OO (mCPBA). Reported procedure: To a solution of 2-(5-methylpyridin-2-yl)isoindoline-1,3-dione (1.62 g, 6.8 mmol) in DCM (32 ml) is added mCPBA (4.1 g, 18.2 mmol) in small portions at room temperature, and the solution is then stirred at room temperature overnight. The solution is diluted with dichloromethane, washed with aqueous Na2CO3 solution, dried over Na2SO4 and concentrated to afford 2-(1,3-dioxoisoindolin-2-yl)-5-methylpyridine 1-oxide as a brown solid. It is used without further purification in the next step. LC-MS m/... RXN SMILES: [CH3:1][C:2]1[CH:3]=[CH:4][C:5]([N:8]2[C:16](=[O:17])[C:15]3[C:10](=[CH:11][CH:12]=[CH:13][CH:14]=3)[C:9]2=[O:18])=[N:6][CH:7]=1.C1C=C(Cl)C=C(C(OO)=[O:27])C=1>C(Cl)Cl>[O:17]=[C:16]1[C:15]2[C:10](=[CH:11][CH:12]=[CH:13][CH:14]=2)[C:9](=[O:18])[N:8]1[C:5]1[CH:4]=[CH:3][C:2]([CH3:1])=[CH:7][N+:6]=1[O-:27]. Starting materials: CN1N=C(C=C1)N (1-methyl-1H-pyrazol-3-amine), C(#N)C1(CC1)C(=O)OCC (ethyl 1-cyanocyclopropanecarboxylate). Run in C(C)(=O)OCC (ethyl acetate), COC1CCCC1 (cyclopentyl methyl ether). Conditions: temperature 120 celsius, time 30 hour. Product: CN1N=C(C=C1)N1C(C(CC1)C#N)=O (1-(1-methyl-1H-pyrazol-3-yl)-2-oxopyrrolidine-3-carbonitrile). RXN SMILES: [CH3:1][N:2]1[CH:6]=[CH:5][C:4]([NH2:7])=[N:3]1.[C:8]([C:10]1([C:13](OCC)=[O:14])[CH2:12][CH2:11]1)#[N:9]>COC1CCCC1.C(OCC)(=O)C>[CH3:1][N:2]1[CH:6]=[CH:5][C:4]([N:7]2[CH2:12][CH2:11][CH:10]([C:8]#[N:9])[C:13]2=[O:14])=[N:3]1. Procedure details: To a solution of 1-methyl-1H-pyrazol-3-amine (223 mg) in cyclopentyl methyl ether (5.0 mL) was added ethyl 1-cyanocyclopropanecarboxylate (0.90 ml). The reaction mixture was stirred at 120° C. for 30 hr, and diluted with ethyl acetate. The diluted solution was washed with water and saturated brine, and dried over anhydrous sodium sulfate, and the solvent was evaporated under reduced pressure. The residue was purified by silica gel column chromatography (ethyl acetate/hexane) to give the title co... Reactants: [N-]=[N+]=[N-].[Na+] (sodium azide), 1d, [N-]=[N+]=[N-].[Na+] (Sodium azide), CS(=O)(=O)OCCCC1(CCCCC1)O[Si](C)(C)C(C)(C)C (3-(1-{[tert-butyl(dimethyl)silyl]oxy}cyclohexyl)propyl methanesulfonate). Solvent: CN(C=O)C (dimethylformamide), C(C)OCC (diethyl ether). Run at time 2.5 day. Product: N(=[N+]=[N-])CCCC1(CCCCC1)O[Si](C)(C)C(C)(C)C ({[1-(3-azidopropyl)cyclohexyl]oxy}(tert-butyl)dimethylsilane). Yield: 95.2%. Reaction SMILES: [N-:1]=[N+:2]=[N-:3].[Na+].CS(O[CH2:10][CH2:11][CH2:12][C:13]1([O:19][Si:20]([C:23]([CH3:26])([CH3:25])[CH3:24])([CH3:22])[CH3:21])[CH2:18][CH2:17][CH2:16][CH2:15][CH2:14]1)(=O)=O>CN(C)C=O.C(OCC)C>[N:1]([CH2:10][CH2:11][CH2:12][C:13]1([O:19][Si:20]([C:23]([CH3:24])([CH3:26])[CH3:25])([CH3:21])[CH3:22])[CH2:14][CH2:15][CH2:16][CH2:17][CH2:18]1)=[N+:2]=[N-:3] |f:0.1|. Procedure details: Sodium azide (1.78 g, 27.4 mmol) was added to a solution of 3-(1-{[tert-butyl(dimethyl)silyl]oxy}cyclohexyl)propyl methanesulfonate (prepared as described in Part D, 24.9 mmol) in dimethylformamide (100 mL). The reaction mixture was stirred for 2.5 d and additional sodium azide (160 mg) was added. The mixture was stirred an additional 1d, then was diluted with diethyl ether (250 mL) and washed with water (3×75 mL). The combined aqueous layers were back-extracted with diethyl ether (50 mL). The c...